From a dataset of the Open Reaction Database (ORD), a public repository of structured organic reaction records. describe an organic reaction: reactants, conditions, products, and yield The reactants are C(C)[NH+]1CCCCC1 (ethylpiperidinium), FC(S(=O)(=O)O)(F)F (trifluoromethanesulfonic acid), C(C)[NH+]1CCCCC1 (ethylpiperidinium), FC(S(=O)(=O)O)(F)F (trifluoromethanesulfonic acid). Yields the product FC(S(=O)(=O)[O-])(F)F.C(C)[NH+]1CCCCC1 (ethylpiperidinium trifluoromethanesulfonate). RXN SMILES: [CH2:1]([NH+:3]1[CH2:8][CH2:7][CH2:6][CH2:5][CH2:4]1)[CH3:2].[F:9][C:10]([F:16])([F:15])[S:11]([OH:14])(=[O:13])=[O:12]>>[F:9][C:10]([F:16])([F:15])[S:11]([O-:14])(=[O:13])=[O:12].[CH2:1]([NH+:3]1[CH2:8][CH2:7][CH2:6][CH2:5][CH2:4]1)[CH3:2] |f:2.3|. Procedure details: Equimolar amounts of ethylpiperidinium and trifluoromethanesulfonic acid were weighed in a glove box under argon atmosphere. The weighed ethylpiperidinium and trifluoromethanesulfonic acid were mixed and stirred while being cooled by liquid nitrogen, thus obtaining a target ionic conductor. Starting materials: C(C)(C)(C)OC(N(C)C1=NC(=CC=C1)CCOC=1C=C2C=CNC2=CC1)=O ({6-[2-(1H-indol-5-yloxy)-ethyl]-pyridin-2-yl}-methyl-carbamic acid tert-butyl ester), C(C)OC(C#CC=1C=NC2=CC=CC=C2C1)=O (quinolin-3-yl-propynoic acid ethyl ester). Yields the product C(C)OC(C=C(C=1C=NC2=CC=CC=C2C1)N1C=CC2=CC(=CC=C12)OCCC1=NC(=CC=C1)N(C)C(=O)OC(C)(C)C)=O (3-(5-{2-[6-(tert-Butoxycarbonyl-methyl-amino)-pyridin-2-yl]-ethoxy}-indol-1-yl)-3-quinolin-3-yl-acrylic acid ethyl ester). The yield is 48.0%. RXN SMILES: [C:1]([O:5][C:6](=[O:27])[N:7]([C:9]1[CH:14]=[CH:13][CH:12]=[C:11]([CH2:15][CH2:16][O:17][C:18]2[CH:19]=[C:20]3[C:24](=[CH:25][CH:26]=2)[NH:23][CH:22]=[CH:21]3)[N:10]=1)[CH3:8])([CH3:4])([CH3:3])[CH3:2].[CH2:28]([O:30][C:31](=[O:44])[C:32]#[C:33][C:34]1[CH:35]=[N:36][C:37]2[C:42]([CH:43]=1)=[CH:41][CH:40]=[CH:39][CH:38]=2)[CH3:29]>>[CH2:28]([O:30][C:31](=[O:44])[CH:32]=[C:33]([N:23]1[C:24]2[C:20](=[CH:19][C:18]([O:17][CH2:16][CH2:15][C:11]3[CH:12]=[CH:13][CH:14]=[C:9]([N:7]([C:6]([O:5][C:1]([CH3:4])([CH3:2])[CH3:3])=[O:27])[CH3:8])[N:10]=3)=[CH:26][CH:25]=2)[CH:21]=[CH:22]1)[C:34]1[CH:35]=[N:36][C:37]2[C:42]([CH:43]=1)=[CH:41][CH:40]=[CH:39][CH:38]=2)[CH3:29]. Procedure: The title compound was synthesized from {6-[2-(1H-indol-5-yloxy)-ethyl]-pyridin-2-yl}-methyl-carbamic acid tert-butyl ester and quinolin-3-yl-propynoic acid ethyl ester, using the procedure described in Example 16, step (d1), in 48% yield, as an E/Z isomeric mixture. H1 NMR (Cl3CD), δ: 8.91 (d, 0.3H, J=2.1 Hz), 8.88 (d, 0.3H, J=2.3 Hz), 8.17 (d, 0.7H, J=8.8 Hz), 8.14–8.11 (m, 1H), 7.97 (d, 0.3H, J=2.0 Hz), 7.82–7.74 (m, 2H), 7.60 (m, 1H), 7.53 (m, 1H), 7.49 (m, 1H), 7.17 (m, 1H), 7.11 (m, 1H), 6... The reactants are COC=1C=CC=C2OC(C3=C4NC(C(NC4=CC=C3C12)(C)C)=O)=O (10-Methoxy-2,2-dimethyl-1,4-dihydro-2H-6-oxa-1,4-diaza-chrysene-3,5-dione), C([O-])([O-])=O.[Cs+].[Cs+] (cesium carbonate), CI (methyl iodide), O (water). Run in CN(C)C=O (DMF). Run at temperature 40 celsius, time 8 hour. Product: COC=1C=CC=C2OC(C3=C4N(C(C(NC4=CC=C3C12)(C)C)=O)C)=O (10-Methoxy-2,2,4-trimethyl-1,4-dihydro-2H-6-oxa-1,4-diaza-chrysene-3,5-dione). As a reaction SMILES: [CH3:1][O:2][C:3]1[CH:4]=[CH:5][CH:6]=[C:7]2[C:20]=1[C:19]1[C:10](=[C:11]3[C:16](=[CH:17][CH:18]=1)[NH:15][C:14]([CH3:22])([CH3:21])[C:13](=[O:23])[NH:12]3)[C:9](=[O:24])[O:8]2.[C:25](=O)([O-])[O-].[Cs+].[Cs+].CI.O>CN(C=O)C>[CH3:1][O:2][C:3]1[CH:4]=[CH:5][CH:6]=[C:7]2[C:20]=1[C:19]1[C:10](=[C:11]3[C:16](=[CH:17][CH:18]=1)[NH:15][C:14]([CH3:22])([CH3:21])[C:13](=[O:23])[N:12]3[CH3:25])[C:9](=[O:24])[O:8]2 |f:1.2.3|. Procedure details: To a solution of tetracyclic lactone ix (100 mg, 0.32 mmol) in DMF (5 mL) was added cesium carbonate (263 mg, 0.81 mmol) and methyl iodide (100 μL, 1.60 mmol). The mixture was stirred at 40° C. overnight, poured into water (30 mL) and extracted with EtOAc(3×30 mL). The combined extracts were washed with brine and dried (MgSO4), the solvent was removed under reduced pressure to yield a product that was used in the next step with no further purification. A small portion of the residue was purified... Reported procedure: To a solution of the hydrochloride salt of 2-((3R)-1-{2-[3-fluoro-6-(methyloxy)-1,5-naphthyridin-4-yl]ethyl}-3-pyrrolidinyl)-2-propanamine (100 mg, 0.25 mmol) in DCM:EtOH (6 mL, 1:1) were added NaHCO (210 mg, 2.5 mmol) followed by 3-oxo-3,4-dihydro-2H-pyrido[3,2-b][1,4]thiazine-6-carbaldehyde (47 mg, 0.25 mmol). After 12 h at 25° C., NaBH (10 mg, 0.28 mmol) was added. After 1 h, the reaction was concentrated and the residue was partitioned between DCM and water. The aqueous phase was extracted s... The solvent is C(Cl)Cl (DCM). The product is FC=1C=NC2=CC=C(N=C2C1CCN1C[C@@H](CC1)C(C)(C)NCC=1C=CC=2SCC(NC2N1)=O)OC (6-({[1-((3R)-1-{2-[3-fluoro-6-(methyloxy)-1,5-naphthyridin-4-yl]ethyl}-3-pyrrolidinyl)-1-methylethyl]amino}methyl)-2H-pyrido[3,2-b][1,4]thiazin-3(4H)-one). The yield is 36.8%. Reaction SMILES: [F:1][C:2]1[CH:3]=[N:4][C:5]2[C:10]([C:11]=1[CH2:12][CH2:13][N:14]1[CH2:18][CH2:17][C@@H:16]([C:19]([NH2:22])([CH3:21])[CH3:20])[CH2:15]1)=[N:9][C:8]([O:23][CH3:24])=[CH:7][CH:6]=2.CCO.[O:28]=[C:29]1[CH2:34][S:33][C:32]2[CH:35]=[CH:36][C:37]([CH:39]=O)=[N:38][C:31]=2[NH:30]1>C(Cl)Cl>[F:1][C:2]1[CH:3]=[N:4][C:5]2[C:10]([C:11]=1[CH2:12][CH2:13][N:14]1[CH2:18][CH2:17][C@@H:16]([C:19]([NH:22][CH2:39][C:37]3[CH:36]=[CH:35][C:32]4[S:33][CH2:34][C:29](=[O:28])[NH:30][C:31]=4[N:38]=3)([CH3:21])[CH3:20])[CH2:15]1)=[N:9][C:8]([O:23][CH3:24])=[CH:7][CH:6]=2. Reactants: hydrochloride salt, FC=1C=NC2=CC=C(N=C2C1CCN1C[C@@H](CC1)C(C)(C)N)OC (2-((3R)-1-{2-[3-fluoro-6-(methyloxy)-1,5-naphthyridin-4-yl]ethyl}-3-pyrrolidinyl)-2-propanamine), CCO (EtOH), NaHCO, O=C1NC2=C(SC1)C=CC(=N2)C=O (3-oxo-3,4-dihydro-2H-pyrido[3,2-b][1,4]thiazine-6-carbaldehyde), NaBH. Run at time 12 hour. Starting materials: FC(C=1C=CC(=NC1)OC1=CC(=C(C=C1)[N+](=O)[O-])[N+](=O)[O-])(F)F ((5-trifluoromethyl-2-pyridyloxy)-3,4-dinitrobenzene), CP(C)(CN)=O (P,P-dimethyl-aminomethylphosphine oxide). Run in C1(=CC=CC=C1)C (toluene). The product is [N+](=O)([O-])C1=C(C=C(C=C1)OC1=NC=C(C=C1)C(F)(F)F)NCP(C)(C)=O (N-[2-Nitro-5-(5-trifluoromethyl-2-pyridyloxy)-phenyl]-P,P-dimethyl-aminomethylphosphine oxide). RXN SMILES: [F:1][C:2]([F:23])([F:22])[C:3]1[CH:4]=[CH:5][C:6]([O:9][C:10]2[CH:15]=[CH:14][C:13]([N+:16]([O-:18])=[O:17])=[C:12]([N+:19]([O-])=O)[CH:11]=2)=[N:7][CH:8]=1.[CH3:24][P:25](=[O:29])([CH2:27]N)[CH3:26]>C1(C)C=CC=CC=1>[N+:16]([C:13]1[CH:14]=[CH:15][C:10]([O:9][C:6]2[CH:5]=[CH:4][C:3]([C:2]([F:23])([F:22])[F:1])=[CH:8][N:7]=2)=[CH:11][C:12]=1[NH:19][CH2:24][P:25](=[O:29])([CH3:27])[CH3:26])([O-:18])=[O:17]. Procedure details: A solution of 4.97 g of (5-trifluoromethyl-2-pyridyloxy)-3,4-dinitrobenzene in 15 ml of toluene is refluxed, and 3.21 g of melted P,P-dimethyl-aminomethylphosphine oxide are added dropwise. The mixture is refluxed for a further 2 hours, nitrous gases being evolved at the start. The brown solution is subsequently concentrated by evaporation, and the residue is recrystallised from 50 ml of ethyl acetate to thus obtain 4.10 g (70% of theory) of N-[2-nitro-5-(5-trifluoromethyl-2-pyridyloxy)-phenyl]-... Reactants: C(C)OC(=O)C1=NOC(=C1)CNC(=O)OC(C)(C)C (5-(tert-butoxycarbonylaminomethyl)-isoxazole-3-carboxylic acid ethyl ester), Cl (hydrogen chloride). The solvent is C(C)O (ethanol), O1CCOCC1 (1,4-dioxane). Conditions: temperature 20 celsius, time 22 hour. Product: C(C)OC(=O)C1=NOC(=C1)CN (5-Aminomethyl-isoxazole-3-carboxylic acid ethyl ester). Yield: 91.7%. Reaction SMILES: [CH2:1]([O:3][C:4]([C:6]1[CH:10]=[C:9]([CH2:11][NH:12]C(OC(C)(C)C)=O)[O:8][N:7]=1)=[O:5])[CH3:2].Cl>C(O)C.O1CCOCC1>[CH2:1]([O:3][C:4]([C:6]1[CH:10]=[C:9]([CH2:11][NH2:12])[O:8][N:7]=1)=[O:5])[CH3:2]. Procedure: To a stirred solution of 5-(tert-butoxycarbonylaminomethyl)-isoxazole-3-carboxylic acid ethyl ester (1.954 g) (EP 0451790) in ethanol (15 ml) was added a solution of 4.0M hydrogen chloride in 1,4-dioxane (23 ml). The mixture was stirred at 20° C. for 22 h and the solvent evaporated in vacuo to give the title compound (1.128 g) as a pale brown solid. Starting materials: Cl.NC1C(C2=CC=C(C(=C2CC1)OC)OC)=O (2-amino-5,6-dimethoxy-3,4-dihydro-1(2H)-naphthalenone hydrochloride), C1(CCCC1)=O (cyclopentanone). The product is 10.2, Cl.C1(CCCC1)NC1C(C2=CC=C(C(=C2CC1)OC)OC)=O (2-cyclopentylamino-5,6-dimethoxy-3,4-dihydro-1(2H)-naphthalenone hydrochloride). Reaction SMILES: [ClH:1].[NH2:2][CH:3]1[CH2:12][CH2:11][C:10]2[C:5](=[CH:6][CH:7]=[C:8]([O:15][CH3:16])[C:9]=2[O:13][CH3:14])[C:4]1=[O:17].[C:18]1(=O)[CH2:22][CH2:21][CH2:20][CH2:19]1>>[ClH:1].[CH:18]1([NH:2][CH:3]2[CH2:12][CH2:11][C:10]3[C:5](=[CH:6][CH:7]=[C:8]([O:15][CH3:16])[C:9]=3[O:13][CH3:14])[C:4]2=[O:17])[CH2:22][CH2:21][CH2:20][CH2:19]1 |f:0.1,3.4|. Procedure: In a manner similar to that of Reference Example 3, 10 parts of 2-amino-5,6-dimethoxy-3,4-dihydro-1(2H)-naphthalenone hydrochloride is reacted with 300 volume parts of cyclopentanone. The procedure yields 10.2 parts of 2-cyclopentylamino-5,6-dimethoxy-3,4-dihydro-1(2H)-naphthalenone hydrochloride as colorless crystals melting at 158°-167° C (decomposition). Starting materials: N1(CCCC1)CC1CCNCC1 (4-Pyrrolidin-1-ylmethyl-piperidine), FC1=C(C=C(C=O)C=C1)C (4-fluoro-3-methyl-benzaldehyde). Product: CC=1C=C(C=O)C=CC1N1CCC(CC1)CN1CCCC1 (3-Methyl-4-(4-pyrrolidin-1-ylmethyl-piperidin-1-yl)-benzaldehyde). Reaction SMILES: [N:1]1([CH2:6][CH:7]2[CH2:12][CH2:11][NH:10][CH2:9][CH2:8]2)[CH2:5][CH2:4][CH2:3][CH2:2]1.F[C:14]1[CH:21]=[CH:20][C:17]([CH:18]=[O:19])=[CH:16][C:15]=1[CH3:22]>>[CH3:22][C:15]1[CH:16]=[C:17]([CH:20]=[CH:21][C:14]=1[N:10]1[CH2:11][CH2:12][CH:7]([CH2:6][N:1]2[CH2:5][CH2:4][CH2:3][CH2:2]2)[CH2:8][CH2:9]1)[CH:18]=[O:19]. Procedure: Prepared from the product of Example 4 and 4-fluoro-3-methyl-benzaldehyde. RXN SMILES: Cl.Cl.Cl.[O:4]1[C:8]2[CH:9]=[CH:10][CH:11]=[C:12]([N:13]3[CH2:18][CH2:17][N:16]([CH2:19][CH2:20][C@H:21]4[CH2:26][CH2:25][C@H:24]([NH2:27])[CH2:23][CH2:22]4)[CH2:15][CH2:14]3)[C:7]=2[O:6][CH2:5]1.[N:28]1[C:37]2[C:32](=[CH:33][CH:34]=[CH:35][CH:36]=2)[C:31]([C:38](O)=[O:39])=[CH:30][CH:29]=1>>[O:4]1[C:8]2[CH:9]=[CH:10][CH:11]=[C:12]([N:13]3[CH2:18][CH2:17][N:16]([CH2:19][CH2:20][C@H:21]4[CH2:26][CH2:25][C@H:24]([NH:27][C:38]([C:31]5[C:32]6[C:37](=[CH:36][CH:35]=[CH:34][CH:33]=6)[N:28]=[CH:29][CH:30]=5)=[O:39])[CH2:23][CH2:22]4)[CH2:15][CH2:14]3)[C:7]=2[O:6][CH2:5]1 |f:0.1.2.3|. Starting materials: solid, Cl.Cl.Cl.O1COC2=C1C=CC=C2N2CCN(CC2)CC[C@@H]2CC[C@H](CC2)N (Trans-4-[2-(4-Benzo[1,3]dioxol-4-yl-piperazin-1-yl)-ethyl]-cyclohexylamine trihydrochloride), Cl.Cl.Cl.O1COC2=C1C=CC=C2N2CCN(CC2)CC[C@@H]2CC[C@H](CC2)N (Trans-4-[2-(4-Benzo[1,3]dioxol-4-yl-piperazin-1-yl)-ethyl]-cyclohexylamine trihydrochloride), N1=CC=C(C2=CC=CC=C12)C(=O)O (quinoline-4-carboxylic acid). Procedure: The title compound, white solid (14.2 mg, 35.8%), MS (ISP) m/z=487.4 [(M+H)+], was prepared in accordance with the general method of example 1 from Trans-4-[2-(4-Benzo[1,3]dioxol-4-yl-piperazin-1-yl)-ethyl]-cyclohexylamine hydrochloride (Intermediate A) (x mg, x mmol) and quinoline-4-carboxylic acid. Yields the product O1COC2=C1C=CC=C2N2CCN(CC2)CC[C@@H]2CC[C@H](CC2)NC(=O)C2=CC=NC1=CC=CC=C21 (Quinoline-4-carboxylic acid-trans-N-{4-[2-(4-benzo[1,3]dioxol-4-yl-piperazin-1-yl)-ethyl]-cyclohexyl}-amide).